From a dataset of the Open Reaction Database (ORD), a public repository of structured organic reaction records. describe an organic reaction: reactants, conditions, products, and yield Reactants: Cl.Cl.ClC=1C=C(C=CC1)N1C(N(C2=C(C=NC=3C(=CC=CC23)OC)C1=O)[C@H]1CNCC1)=O ((R)-3-(3-chloro-phenyl)-7-methoxy-1-pyrrolidin-3-yl-1H-pyrimido[5,4-c]quinoline-2,4-dione.dihydrochloride), CS(=O)(=O)Cl (methanesulfonyl chloride). The product is ClC=1C=C(C=CC1)N1C(N(C2=C(C=NC=3C(=CC=CC23)OC)C1=O)[C@H]1CN(CC1)S(=O)(=O)C)=O (3-(3-Chloro-phenyl)-1-((R)-1-methanesulfonyl-pyrrolidin-3-yl)-7-methoxy-1H-pyrimido[5,4-c]quinoline-2,4-dione). Reaction SMILES: Cl.Cl.[Cl:3][C:4]1[CH:5]=[C:6]([N:10]2[C:25](=[O:26])[C:14]3[CH:15]=[N:16][C:17]4[C:18]([O:23][CH3:24])=[CH:19][CH:20]=[CH:21][C:22]=4[C:13]=3[N:12]([C@@H:27]3[CH2:31][CH2:30][NH:29][CH2:28]3)[C:11]2=[O:32])[CH:7]=[CH:8][CH:9]=1.[CH3:33][S:34](Cl)(=[O:36])=[O:35]>>[Cl:3][C:4]1[CH:5]=[C:6]([N:10]2[C:25](=[O:26])[C:14]3[CH:15]=[N:16][C:17]4[C:18]([O:23][CH3:24])=[CH:19][CH:20]=[CH:21][C:22]=4[C:13]=3[N:12]([C@@H:27]3[CH2:31][CH2:30][N:29]([S:34]([CH3:33])(=[O:36])=[O:35])[CH2:28]3)[C:11]2=[O:32])[CH:7]=[CH:8][CH:9]=1 |f:0.1.2|. Procedure: 3-(3-Chloro-phenyl)-1-((R)-1-methanesulfonyl-pyrrolidin-3-yl)-7-methoxy-1H-pyrimido[5,4-c]quinoline-2,4-dione (29 mg) was prepared according to general procedure H from (R)-3-(3-chloro-phenyl)-7-methoxy-1-pyrrolidin-3-yl-1H-pyrimido[5,4-c]quinoline-2,4-dione.dihydrochloride (42 mg, 0.1 mmol) and methanesulfonyl chloride. LCMS: m/z 501 [M+1]+. The reactants are ClC1=NC(=CC2=CC=CC=C12)Cl (1,3-dichloro-isoquinoline), C(C)(C)(C)OC(=O)N1CCC(CC1)N (4-amino-piperidine-1-carboxylic acid tert-butyl ester), O([K])C(C)(C)C (KOtert-Bu), C1(=CC=CC=C1)P(C1=C(C2=CC=CC=C2C=C1)C1=C(C=CC2=CC=CC=C12)P(C1=CC=CC=C1)C1=CC=CC=C1)C1=CC=CC=C1 (rac-2,2′-bis(diphenylphosphino)-1,1′-binaphthalene). The reagents and catalysts are C=1C=CC(=CC1)/C=C/C(=O)/C=C/C2=CC=CC=C2.C=1C=CC(=CC1)/C=C/C(=O)/C=C/C2=CC=CC=C2.C=1C=CC(=CC1)/C=C/C(=O)/C=C/C2=CC=CC=C2.[Pd].[Pd] (tris(dibenzylideneacetone)-dipalladium(0)). Run in C1(=CC=CC=C1)C (toluene). Run at temperature 80 celsius, time 18 hour. Yields the product C(C)(C)(C)OC(=O)N1CCC(CC1)NC1=NC(=CC2=CC=CC=C12)Cl (4-(3-Chloro-isoquinolin-1-ylamino)-piperidine-1-carboxylic acid tert-butyl ester). RXN SMILES: Cl[C:2]1[C:11]2[C:6](=[CH:7][CH:8]=[CH:9][CH:10]=2)[CH:5]=[C:4]([Cl:12])[N:3]=1.[C:13]([O:17][C:18]([N:20]1[CH2:25][CH2:24][CH:23]([NH2:26])[CH2:22][CH2:21]1)=[O:19])([CH3:16])([CH3:15])[CH3:14].O(C(C)(C)C)[K].C1(P(C2C=CC=CC=2)C2C=CC3C(=CC=CC=3)C=2C2C3C(=CC=CC=3)C=CC=2P(C2C=CC=CC=2)C2C=CC=CC=2)C=CC=CC=1>C1(C)C=CC=CC=1.C1C=CC(/C=C/C(/C=C/C2C=CC=CC=2)=O)=CC=1.C1C=CC(/C=C/C(/C=C/C2C=CC=CC=2)=O)=CC=1.C1C=CC(/C=C/C(/C=C/C2C=CC=CC=2)=O)=CC=1.[Pd].[Pd]>[C:13]([O:17][C:18]([N:20]1[CH2:25][CH2:24][CH:23]([NH:26][C:2]2[C:11]3[C:6](=[CH:7][CH:8]=[CH:9][CH:10]=3)[CH:5]=[C:4]([Cl:12])[N:3]=2)[CH2:22][CH2:21]1)=[O:19])([CH3:16])([CH3:14])[CH3:15] |f:5.6.7.8.9|. Procedure: To a degassed solution of 1,3-dichloro-isoquinoline (3.00 g, 15.15 mmol, 1.0 equiv; commercially available) and 4-amino-piperidine-1-carboxylic acid tert-butyl ester (3.64 g, 18.18 mmol, 1.2 equiv; commercially available) in toluene (35 mL) was added KOtert-Bu (2.38 g, 21.21 mmol, 1.4 equiv), rac-2,2′-bis(diphenylphosphino)-1,1′-binaphthalene (0.38 g, 0.61 mmol, 0.04 equiv) and tris(dibenzylideneacetone)-dipalladium(0) (0.31 g, 0.30 mmol, 0.02 equiv). The reaction mixture was stirred at 80° C. f...